From a dataset of the Open Reaction Database (ORD), a public repository of structured organic reaction records. describe an organic reaction: reactants, conditions, products, and yield Reactants: OC1=CC=C(C=C1)CC(C)=O (4-hydroxyphenylpropan-2-one), ethylene ketal, C([O-])([O-])=O.[K+].[K+] (potassium carbonate), ClCC#N (chloroacetonitrile). The solvent is CC(=O)C (acetone). Conditions: time 4 hour. Yields the product C(C(=O)C)C1=CC=C(OCC#N)C=C1 (4-acetonylphenoxyacetonitrile). RXN SMILES: [OH:1][C:2]1[CH:7]=[CH:6][C:5]([CH2:8][C:9](=[O:11])[CH3:10])=[CH:4][CH:3]=1.C(=O)([O-])[O-].[K+].[K+].Cl[CH2:19][C:20]#[N:21]>CC(C)=O>[CH2:8]([C:5]1[CH:4]=[CH:3][C:2]([O:1][CH2:19][C:20]#[N:21])=[CH:7][CH:6]=1)[C:9]([CH3:10])=[O:11] |f:1.2.3|. Reported procedure: A mixture of 4-hydroxyphenylpropan-2-one, ethylene ketal (4.7 g), potassium carbonate (3.5 g) and chloroacetonitrile (1.83 g) in acetone, was heated under reflux for 5 h, cooled, filtered, and treated with 2N hydrochloric acid (1 ml). The solution was allowed to stand at room temperature for 4 h, the solvent was evaporated in vacuo and the residue partitioned between ethylacetate and water. The organic layer was dried, (magnesium sulphate), filtered and evaporated. The residue was purified by co... Starting materials: OC1=C(C=C(C=C1)C(C)(C)C)CNS(=O)(=O)O (2-hydroxy-5-(1,1-dimethylethyl)phenylmethanesulfamic acid), ICl (iodine monochloride). Solvent: O.O1CCCC1 (water tetrahydrofuran), Cl (hydrochloric acid). Run at temperature 20 celsius, time 2 hour. Yields the product OC1=C(C=C(C=C1I)C(C)(C)C)CNS(=O)(=O)O (2-hydroxy-3-iodo-5-(1,1-dimethylethyl)phenylmethanesulfamic acid). RXN SMILES: [OH:1][C:2]1[CH:7]=[CH:6][C:5]([C:8]([CH3:11])([CH3:10])[CH3:9])=[CH:4][C:3]=1[CH2:12][NH:13][S:14]([OH:17])(=[O:16])=[O:15].[I:18]Cl>O.O1CCCC1.Cl>[OH:1][C:2]1[C:7]([I:18])=[CH:6][C:5]([C:8]([CH3:11])([CH3:10])[CH3:9])=[CH:4][C:3]=1[CH2:12][NH:13][S:14]([OH:17])(=[O:16])=[O:15] |f:2.3|. Reported procedure: To a solution of 2-hydroxy-5-(1,1-dimethylethyl)phenylmethanesulfamic acid (2.6 g., 0.01 mole) in water-tetrahydrofuran (5:1; v:v; 90 ml.) is added a freshly prepared solution of iodine monochloride (1.64 g., 0.01 mole) in 3 N hydrochloric acid (12 ml.) portionwise over 5 minutes providing a dark reaction solution which is stirred at 20° C. for 2 hours and then cooled to 0°-5° C. The resulting insoluble solid is collected, washed with 12 N hydrochloric acid, dried with aspiration at 20° C. and w... Starting materials: C1(=CC=CC=C1)C(N1N=C(N=C1)CCCOC1=NC=CC(=C1)CN)(C1=CC=CC=C1)C1=CC=CC=C1 (1-[2-({3-[1-(triphenylmethyl)-1H-1,2,4-triazol-3-yl]propyl}oxy)pyridin-4-yl]methaneamine), C1(=CC=CC=C1)C(N1N=C(N=C1)OCCOC=1C=C(C=CC1)CN)(C1=CC=CC=C1)C1=CC=CC=C1 (1-{3-[(2-{[1-(triphenylmethyl)-1H-1,2,4-triazol-3-yl]oxy}ethyl)oxy]phenyl}methanamine), O=C1NC(=NC2=CC=CC=C12)C(=O)OCC (ethyl 4-oxo-3,4-dihydro-2-quinazolinecarboxylate), C(C)(C)C1=CSC=2N=C(NC(C21)=O)C(=O)OCC (ethyl 5-isopropyl-4-oxo-3,4-dihydrothieno[2,3-d]pyrimidine-2-carboxylate). The product is C(C)(C)C1=CSC=2N=C(NC(C21)=O)C(=O)NCC2=CC(=CC=C2)OCCOC2=NNC=N2 (5-isopropyl-4-oxo-N-{3-[2-(1H-1,2,4-triazol-3-yloxy)ethoxy]benzyl}-3,4-dihydrothieno[2,3-d]pyrimidine-2-carboxamide), powder. The yield is 65.0%. RXN SMILES: O=C1C2C(=CC=CC=2)N=C(C(OCC)=O)N1.[CH:17]([C:20]1[C:28]2[C:27](=[O:29])[NH:26][C:25]([C:30]([O:32]CC)=O)=[N:24][C:23]=2[S:22][CH:21]=1)([CH3:19])[CH3:18].C1(C(C2C=CC=CC=2)(C2C=CC=CC=2)N2C=NC(CCCOC3C=C(CN)C=CN=3)=N2)C=CC=CC=1.C1(C(C2C=CC=CC=2)(C2C=CC=CC=2)[N:78]2[CH:82]=[N:81][C:80]([O:83][CH2:84][CH2:85][O:86][C:87]3[CH:88]=[C:89]([CH2:93][NH2:94])[CH:90]=[CH:91][CH:92]=3)=[N:79]2)C=CC=CC=1>>[CH:17]([C:20]1[C:28]2[C:27](=[O:29])[NH:26][C:25]([C:30]([NH:94][CH2:93][C:89]3[CH:90]=[CH:91][CH:92]=[C:87]([O:86][CH2:85][CH2:84][O:83][C:80]4[N:81]=[CH:82][NH:78][N:79]=4)[CH:88]=3)=[O:32])=[N:24][C:23]=2[S:22][CH:21]=1)([CH3:18])[CH3:19]. Procedure details: By a method similar to that in Example 22, and using, instead of ethyl 4-oxo-3,4-dihydro-2-quinazolinecarboxylate, ethyl 5-isopropyl-4-oxo-3,4-dihydrothieno[2,3-d]pyrimidine-2-carboxylate obtained in Reference Example 68 and using, instead of 1-[2-({3-[1-(triphenylmethyl)-1H-1,2,4-triazol-3-yl]propyl}oxy)pyridin-4-yl]methaneamine, 1-{3-[(2-{[1-(triphenylmethyl)-1H-1,2,4-triazol-3-yl]oxy}ethyl)oxy]phenyl}methanamine obtained in Reference Example 32, the title compound was obtained as a white powd... The reactants are FC(C1=CC=C(C=C1)[C@]12CNC[C@@H]2C1)(F)F ((1S,5R)-1-[4-(trifluoromethyl)phenyl]-3-azabicyclo[3.1.0]hexane), CC([O-])C (isopropoxide), CC=1SC(=C(N1)C)C=1C(NC(N(C1)CCC=O)=O)=O (3-[5-(2,4-dimethyl-1,3-thiazol-5-yl)-2,4-dioxo-3,4-dihydro-1(2H)-pyrimidinyl]propanal). Run in C(C)#N (acetonitrile), C(C)#N (acetonitrile). Run at time 20 minute. Product: CC=1SC(=C(N1)C)C=1C(NC(N(C1)CCCN1C[C@]2(C[C@H]2C1)C1=CC=C(C=C1)C(F)(F)F)=O)=O (5-(2,4-dimethyl-1,3-thiazol-5-yl)-1-(3-{(1S,5R)-1-[4-(trifluoromethyl)phenyl]-3-azabicyclo[3.1.0]hex-3-yl}propyl)-2,4(1H,3H)-pyrimidinedione). The yield is 41.3%. Reaction SMILES: [F:1][C:2]([F:16])([F:15])[C:3]1[CH:8]=[CH:7][C:6]([C@:9]23[CH2:14][C@H:13]2[CH2:12][NH:11][CH2:10]3)=[CH:5][CH:4]=1.CC(C)[O-].[CH3:21][C:22]1[S:23][C:24]([C:28]2[C:29](=[O:39])[NH:30][C:31](=[O:38])[N:32]([CH2:34][CH2:35][CH:36]=O)[CH:33]=2)=[C:25]([CH3:27])[N:26]=1>C(#N)C>[CH3:21][C:22]1[S:23][C:24]([C:28]2[C:29](=[O:39])[NH:30][C:31](=[O:38])[N:32]([CH2:34][CH2:35][CH2:36][N:11]3[CH2:12][C@H:13]4[C@:9]([C:6]5[CH:5]=[CH:4][C:3]([C:2]([F:1])([F:15])[F:16])=[CH:8][CH:7]=5)([CH2:14]4)[CH2:10]3)[CH:33]=2)=[C:25]([CH3:27])[N:26]=1. Procedure details: To a solution of (1S,5R)-1-[4-(trifluoromethyl)phenyl]-3-azabicyclo[3.1.0]hexane (269 mg, 1.186 mmol) in acetonitrile (4 mL), Titanuim (IV) isopropoxide (0.434 mL, 1.482 mmol) and a solution of 3-[5-(2,4-dimethyl-1,3-thiazol-5-yl)-2,4-dioxo-3,4-dihydro-1(2H)-pyrimidinyl]propanal (Prep36, 276 mg, 0.988 mmol) in acetonitrile (6 mL) were added and the mixture was stirred at rt for 20 minutes. Afterwards, it was cooled to 0° C. and Sodiumtriacetoxyboronhydride (314 mg, 1.482 mmol) was added. The mix... Reactants: OCC1=CC=C(C=C1)C1CCC(CC1)=O (4-(4-hydroxymethylphenyl)cyclohexanone), CN (methylamine). Yields the product OCC1=CC=C(C=C1)[C@@H]1CC[C@H](CC1)NC (trans-4-(4-hydroxymethylphenyl)-N-methylcyclohexylamine). As a reaction SMILES: [OH:1][CH2:2][C:3]1[CH:8]=[CH:7][C:6]([CH:9]2[CH2:14][CH2:13][C:12](=O)[CH2:11][CH2:10]2)=[CH:5][CH:4]=1.[CH3:16][NH2:17]>>[OH:1][CH2:2][C:3]1[CH:8]=[CH:7][C:6]([C@H:9]2[CH2:14][CH2:13][C@H:12]([NH:17][CH3:16])[CH2:11][CH2:10]2)=[CH:5][CH:4]=1. Procedure: from 4-(4-hydroxymethylphenyl)cyclohexanone and methylamine. Melting point: 131°-134° C. Starting materials: [PH4+] (phosphonium), C1(=CC=CC=C1)P(C1=CC=CC=C1)C1=CC=CC=C1 (Triphenyl phosphine), BrCC(=O)OC (methyl bromoacetate), [Br-].COC(=O)C[P+](C1=CC=CC=C1)(C1=CC=CC=C1)C1=CC=CC=C1 ((methoxycarbonyl methyl)triphenylphosphonium bromide), [OH-].[Na+] (sodium hydroxide). Run in O (water), C1=CC=CC=C1 (benzene). Run at temperature 70 celsius. Yields the product COC(=O)C=P(C1=CC=CC=C1)(C1=CC=CC=C1)C1=CC=CC=C1 ((methoxycarbonyl methylene) triphenyl phosphorane). Yield: 80.0%. Reaction SMILES: C1(P(C2C=CC=CC=2)C2C=CC=CC=2)C=CC=CC=1.BrCC(OC)=O.[Br-].[CH3:27][O:28][C:29]([CH2:31][P+:32]([C:45]1[CH:50]=[CH:49][CH:48]=[CH:47][CH:46]=1)([C:39]1[CH:44]=[CH:43][CH:42]=[CH:41][CH:40]=1)[C:33]1[CH:38]=[CH:37][CH:36]=[CH:35][CH:34]=1)=[O:30].[PH4+].[OH-].[Na+]>C1C=CC=CC=1.O>[CH3:27][O:28][C:29]([CH:31]=[P:32]([C:45]1[CH:50]=[CH:49][CH:48]=[CH:47][CH:46]=1)([C:33]1[CH:34]=[CH:35][CH:36]=[CH:37][CH:38]=1)[C:39]1[CH:44]=[CH:43][CH:42]=[CH:41][CH:40]=1)=[O:30] |f:2.3,5.6|. Reported procedure: Triphenyl phosphine (13 g.) was dissolved in dry benzene (60 ml.) and methyl bromoacetate (8.3 g.) was added dropwise. The solution was heated at 70° C., for 2 days, and then cooled and filtered. The residue was washed with benzene and dried to give about 16 g. of (methoxycarbonyl methyl)triphenylphosphonium bromide. The phosphonium salt (B 10 g.) was dissolved in water (250 ml.) and 5% aqueous sodium hydroxide was added dropwise with stirring until the solution became alkaline to litmus. The re... The reactants are OC(C(CC1=CC=C(O1)C(=O)OCC)C1=CC=C(C=C1)[N+](=O)[O-])C (ethyl 5-{(2RS,3SR)-3-hydroxy-2-(4-nitrophenyl)butyl}-2-furancarboxylate), C1(=CC=CC=C1)P(C1=CC=CC=C1)C1=CC=CC=C1 (triphenylphosphine), N(=NC(=O)OCC)C(=O)OCC (diethyl azodicarboxylate), C1(=CC=CC=C1)P(=O)(C1=CC=CC=C1)N=[N+]=[N-] (diphenylphosphoryl azide). Reaction SMILES: O[CH:2]([CH3:24])[CH:3]([C:15]1[CH:20]=[CH:19][C:18]([N+:21]([O-:23])=[O:22])=[CH:17][CH:16]=1)[CH2:4][C:5]1[O:9][C:8]([C:10]([O:12][CH2:13][CH3:14])=[O:11])=[CH:7][CH:6]=1.C1(P(C2C=CC=CC=2)C2C=CC=CC=2)C=CC=CC=1.[N:44](C(OCC)=O)=NC(OCC)=O.C1(P(N=[N+]=[N-])(C2C=CC=CC=2)=O)C=CC=CC=1>O1CCCC1>[NH2:44][CH:2]([CH3:24])[CH:3]([C:15]1[CH:20]=[CH:19][C:18]([N+:21]([O-:23])=[O:22])=[CH:17][CH:16]=1)[CH2:4][C:5]1[O:9][C:8]([C:10]([O:12][CH2:13][CH3:14])=[O:11])=[CH:7][CH:6]=1. The product is NC(C(CC1=CC=C(O1)C(=O)OCC)C1=CC=C(C=C1)[N+](=O)[O-])C (ethyl 5-{(2RS,3RS)-3-amino-2-(4-nitrophenyl)butyl}-2-furancarboxylate). Reported procedure: 3.66 g of ethyl 5-{(2RS,3SR)-3-hydroxy-2-(4-nitrophenyl)butyl}-2-furancarboxylate in 40 ml of tetrahydrofuran was mixed with 4.32 g of triphenylphosphine, 2.60 ml of diethyl azodicarboxylate and 4.53 g of diphenylphosphoryl azide under cooling with ice under stirring and stirred at room temperature for 18 hours. The reaction solution was evaporated to dryness under reduced pressure, and the residue was purified by silica gel column chromatography [hexane/ethyl acetate=50/1→30/1]. The resulting a... The solvent is O1CCCC1 (tetrahydrofuran). The reactants are CN(C)CCCNC(=S)NCCCN1CCOCC1, CC(C)=O, O=[Hg]. Product: CN(C)CCCN=C=NCCCN1CCOCC1. Reaction SMILES: [CH3:1][N:2]([CH2:3][CH2:4][CH2:5][NH:6][C:7](=[S:8])[NH:9][CH2:10][CH2:11][CH2:12][N:13]1[CH2:14][CH2:15][O:16][CH2:17][CH2:18]1)[CH3:19].[CH3:20][C:21](=[O:22])[CH3:23].[Hg:24]=[O:25]>>[CH3:1][N:2]([CH2:3][CH2:4][CH2:5][N:6]=[C:7]=[N:9][CH2:10][CH2:11][CH2:12][N:13]1[CH2:14][CH2:15][O:16][CH2:17][CH2:18]1)[CH3:19]. Reactants: C1(C=2C(C(N1CCC(C)C1=CC=C(C=C1)C1=CC=C(C=C1)Cl)=O)=CC=CC2)=O (1 -phthalimido-3-(4'-chloro-4-biphenylyl)-butane), O.NN (hydrazine hydrate), O (water). Solvent: C(C)O (ethanol). Run at time 30 minute. Yields the product Cl.ClC1=CC=C(C=C1)C1=CC=C(C=C1)C(CCN)C (3-(4'-chloro-4-biphenylyl)-butylamine. Hydrochloride). As a reaction SMILES: C1(=O)[N:5]([CH2:6][CH2:7][CH:8]([C:10]2[CH:15]=[CH:14][C:13]([C:16]3[CH:21]=[CH:20][C:19]([Cl:22])=[CH:18][CH:17]=3)=[CH:12][CH:11]=2)[CH3:9])C(=O)C2=CC=CC=C12.O.NN.O>C(O)C>[ClH:22].[Cl:22][C:19]1[CH:18]=[CH:17][C:16]([C:13]2[CH:14]=[CH:15][C:10]([CH:8]([CH3:9])[CH2:7][CH2:6][NH2:5])=[CH:11][CH:12]=2)=[CH:21][CH:20]=1 |f:1.2,5.6|. Reported procedure: 38.95 g of 1 -phthalimido-3-(4'-chloro-4-biphenylyl)-butane are boiled with 12.2 ml of 80% hydrazine hydrate in 400 ml of ethanol for 2 hours, while stirring, water is added, the mixture is cooled and the resulting 1-(3,4-dihydro-4-oxo-1-phthalazinyl-amino)-3-(4'-chloro-4-biphenylyl)-butane (m.p. 195°) is filtered off, dissolved in 450 ml of ethanol and 450 ml of 37% hydrochloric acid and boiled for 30 minutes, while stirring. The solution is concentrated and worked up using sodium hydroxide sol...